Dataset: the Open Reaction Database (ORD), a public repository of structured organic reaction records. Task: describe an organic reaction: reactants, conditions, products, and yield The reactants are CC1=C(C=CC=C1)C(C)=O (o-methylacetophenone), [N+](=O)(O)[O-] (nitric acid), ice. Run in S(O)(O)(=O)=O (sulfuric acid), S(O)(O)(=O)=O (sulfuric acid). Yields the product CC1=C(C=C(C=C1)[N+](=O)[O-])C(C)=O (2'-methyl-5'-nitro-acetophenone). As a reaction SMILES: [CH3:1][C:2]1[CH:7]=[CH:6][CH:5]=[CH:4][C:3]=1[C:8](=[O:10])[CH3:9].[N+:11]([O-])([OH:13])=[O:12]>S(=O)(=O)(O)O>[CH3:1][C:2]1[CH:7]=[CH:6][C:5]([N+:11]([O-:13])=[O:12])=[CH:4][C:3]=1[C:8](=[O:10])[CH3:9]. Procedure: To 120 ml of concentrated sulfuric acid is added 53.6 g of o-methylacetophenone, while cooling at -10°. To this cold, stirred solution is added a mixture of 32 ml of 70% nitric acid and 48 ml of concentrated sulfuric acid. The reaction solution is stirred for 21/2 hours between -9° and 0° and then poured over 800 g of ice. The mixture is extracted with ether and the organic phase washed with water, saturated Na2CO3 solutions, water and finally brine. The ether solution is dried over MgSO4 and ev...